From a dataset of the Open Reaction Database (ORD), a public repository of structured organic reaction records. describe an organic reaction: reactants, conditions, products, and yield The reactants are C(=CCCC)C1=C(C=CC=C1)C(=O)OC (methyl 2-(1-pentenyl)benzenecarboxylate), product, [H-].[Al+3].[Li+].[H-].[H-].[H-] (lithium aluminum hydride). Run in C(C)OCC (ethyl ether). The product is C(=CCCC)C1=C(C=CC=C1)CO (2-(1-Pentenyl)benzenemethanol). Reaction SMILES: [CH:1]([C:6]1[CH:11]=[CH:10][CH:9]=[CH:8][C:7]=1[C:12](OC)=[O:13])=[CH:2][CH2:3][CH2:4][CH3:5].[H-].[Al+3].[Li+].[H-].[H-].[H-]>C(OCC)C>[CH:1]([C:6]1[CH:11]=[CH:10][CH:9]=[CH:8][C:7]=1[CH2:12][OH:13])=[CH:2][CH2:3][CH2:4][CH3:5] |f:1.2.3.4.5.6|. Procedure details: A solution of 9.70 g of methyl 2-(1-pentenyl)benzenecarboxylate, the product of Example 11b, was added to a mixture of 1.69 g lithium aluminum hydride and 300 ml of ethyl ether with stirring. After stirring for 0.5 hour, the reaction was quenched by successive additions of 1.7 ml of H2O, 1.7 ml of 15% NaOH, and 5.1 ml of H2O. The white solid was filtered and the filtrate was concentrated to obtain a yellow oil. Distillation gave the title compound, as a mixture of cis and trans isomers, bp 91°-1...